Dataset: the Open Reaction Database (ORD), a public repository of structured organic reaction records. Task: describe an organic reaction: reactants, conditions, products, and yield Reactants: C1CCOC1, CC(=O)OC(C)=O, CC(C)(O)CC1CCN(C(=O)c2cc3cc(N)ccc3[nH]2)CC1, C1COCCO1, O. The product is CC(=O)Nc1ccc2[nH]c(C(=O)N3CCC(CC(C)(C)O)CC3)cc2c1. As a reaction SMILES: [CH2:38]1[O:39][CH2:40][CH2:41][CH2:42]1.[CH3:24][C:25](=[O:26])[O:27][C:28](=[O:29])[CH3:30].[NH2:1][c:2]1[cH:3][c:4]2[cH:5][c:6]([C:11](=[O:12])[N:13]3[CH2:14][CH2:15][CH:16]([CH2:19][C:20]([CH3:21])([OH:22])[CH3:23])[CH2:17][CH2:18]3)[nH:7][c:8]2[cH:9][cH:10]1.[O:32]1[CH2:33][CH2:34][O:35][CH2:36][CH2:37]1.[OH2:31]>>[NH:1]([c:2]1[cH:3][c:4]2[cH:5][c:6]([C:11](=[O:12])[N:13]3[CH2:14][CH2:15][CH:16]([CH2:19][C:20]([CH3:21])([OH:22])[CH3:23])[CH2:17][CH2:18]3)[nH:7][c:8]2[cH:9][cH:10]1)[C:25]([CH3:24])=[O:26]. The reactants are FC(C=1C=C(C=CC1)CC(CC(CCC)=O)=O)(F)F (1-(3-trifluoromethylphenyl)-2,4-heptanedione), COC(N(C)C)OC (N,N-dimethylformamide dimethyl acetal), Cl.CN (methylamine hydrochloride). Solvent: CO (methanol). The product is C(CCC)(=O)C1=CN(C=C(C1=O)C1=CC(=CC=C1)C(F)(F)F)C (3-Butyryl-1-methyl-5-(3-trifluoromethylphenyl)-4(1H)-pyridinone). Reaction SMILES: [F:1][C:2]([F:19])([F:18])[C:3]1[CH:4]=[C:5]([CH2:9][C:10](=[O:17])[CH2:11][C:12](=[O:16])[CH2:13][CH2:14][CH3:15])[CH:6]=[CH:7][CH:8]=1.CO[CH:22](OC)[N:23]([CH3:25])[CH3:24].Cl.CN>CO>[C:12]([C:11]1[C:10](=[O:17])[C:9]([C:5]2[CH:6]=[CH:7][CH:8]=[C:3]([C:2]([F:18])([F:19])[F:1])[CH:4]=2)=[CH:24][N:23]([CH3:25])[CH:22]=1)(=[O:16])[CH2:13][CH2:14][CH3:15] |f:2.3|. Procedure: A mixture of 1.6 g. of 1-(3-trifluoromethylphenyl)-2,4-heptanedione and 50 ml. of N,N-dimethylformamide dimethyl acetal was stirred for 3 hours at reflux temperature, and then at ambient temperature overnight. The mixture was evaporated under vacuum to obtain 2.3 g. of a thick dark oil, which was dissolved in 25 ml. of methanol. Five g. of methylamine hydrochloride was added, and the mixture was stirred under reflux for 2 hours and then at ambient temperature overnight. The mixture was then evap... The reactants are C([O-])([O-])=O.[K+].[K+] (potassium carbonate), CON=C1CCS(C2=CC=C(C(=C12)C)C(=O)O)(=O)=O (4-methoxyimino-5-methylthiochroman-6-carboxylic acid-1,1-dioxide), C(C)N1N=CC=C1O (1-ethyl-5-hydroxypyrazol), DCC(dicyclohexyl-carbodiimide). Solvent: C(C)(C)(CC)O (t-amyl alcohol). Conditions: time 2 hour. Product: CON=C1CCS(C2=CC=C(C(=C12)C)C(=O)C=1C=NN(C1O)CC)(=O)=O (4-methoxyimino-5-methyl-6-(1-ethyl-5-hydroxypyrazol-4-yl) carbonylthiochroman-1,1-dioxide). The yield is 72.9%. As a reaction SMILES: [CH3:1][O:2][N:3]=[C:4]1[C:13]2[C:8](=[CH:9][CH:10]=[C:11]([C:15]([OH:17])=O)[C:12]=2[CH3:14])[S:7](=[O:19])(=[O:18])[CH2:6][CH2:5]1.[CH2:20]([N:22]1[C:26]([OH:27])=[CH:25][CH:24]=[N:23]1)[CH3:21].C(=O)([O-])[O-].[K+].[K+]>C(O)(CC)(C)C>[CH3:1][O:2][N:3]=[C:4]1[C:13]2[C:8](=[CH:9][CH:10]=[C:11]([C:15]([C:25]3[CH:24]=[N:23][N:22]([CH2:20][CH3:21])[C:26]=3[OH:27])=[O:17])[C:12]=2[CH3:14])[S:7](=[O:19])(=[O:18])[CH2:6][CH2:5]1 |f:2.3.4|. Procedure details: 0.9 Gram (3.2 mmol) of the 4-methoxyimino-5-methylthiochroman-6-carboxylic acid-1,1-dioxide and 0.44 g (3.9 mmol) of 1-ethyl-5-hydroxypyrazol were dissolved in 5 ml of t-amyl alcohol, and 0.81 g (3.9 mmol) of DCC(dicyclohexyl-carbodiimide) was added at room temperature. The mixture was stirred at room temperature for 2 hours, then, 0.74 g (5.4 mmol) of potassium carbonate was added, and the mixture was allowed to react at 90° C. for 8 hours. After the reaction, the solvent was distilled off, eth... Starting materials: CO, ClCCl, COC(=O)Cc1ncc(Nc2nc3cccc(NC4CCC(O)CC4)n3n2)cc1N. Yields the product O=C1Cc2ncc(Nc3nc4cccc(NC5CCC(O)CC5)n4n3)cc2N1. RXN SMILES: [CH3:34][OH:35].[Cl:31][CH2:32][Cl:33].[NH2:1][c:2]1[c:3]([CH2:26][C:27]([O:29][CH3:28])=[O:30])[n:4][cH:5][c:6]([NH:8][c:9]2[n:10][n:11]3[c:12]([cH:13][cH:14][cH:15][c:16]3[NH:17][CH:18]3[CH2:19][CH2:20][CH:21]([OH:24])[CH2:22][CH2:23]3)[n:25]2)[cH:7]1>>[NH:1]1[c:2]2[c:3]([n:4][cH:5][c:6]([NH:8][c:9]3[n:10][n:11]4[c:12]([cH:13][cH:14][cH:15][c:16]4[NH:17][CH:18]4[CH2:19][CH2:20][CH:21]([OH:24])[CH2:22][CH2:23]4)[n:25]3)[cH:7]2)[CH2:26][C:27]1=[O:29].